Dataset: the Open Reaction Database (ORD), a public repository of structured organic reaction records. Task: describe an organic reaction: reactants, conditions, products, and yield Product: C#CCOc1ccc2nc(N)c3nc4n(c3c2c1)C(C)COC4. Reaction SMILES: [C:21](=[O:22])([O-:23])[O-:24].[CH2:27]([C:28]#[CH:29])[Br:30].[CH3:37][CH2:38][O:39][C:40](=[O:41])[CH3:42].[Cs+:25].[Cs+:26].[NH2:1][c:2]1[n:3][c:4]2[cH:5][cH:6][c:7]([OH:20])[cH:8][c:9]2[c:10]2[c:11]1[n:12][c:13]1[n:14]2[CH:15]([CH3:19])[CH2:16][O:17][CH2:18]1.[O:32]=[CH:33][N:34]([CH3:35])[CH3:36].[OH2:31]>>[NH2:1][c:2]1[n:3][c:4]2[cH:5][cH:6][c:7]([O:20][CH2:29][C:28]#[CH:27])[cH:8][c:9]2[c:10]2[c:11]1[n:12][c:13]1[n:14]2[CH:15]([CH3:19])[CH2:16][O:17][CH2:18]1. Starting materials: O=C([O-])[O-], C#CCBr, CCOC(C)=O, [Cs+], [Cs+], CC1COCc2nc3c(N)nc4ccc(O)cc4c3n21, CN(C)C=O, O. Reactants: ClC1=C(C(=NC2=C(C=CN=C12)C1=C(C=C(C=C1C)C)C)C)CCCl (4-chloro-3-(2-chloroethyl)-8-mesityl-2-methyl[1,5]naphthyridine), NC(COC)CC (2-amino-1-methoxybutane), product. Reagents/catalysts: [O-2].[O-2].[Mn+4] (manganese dioxide). Run in C(C)OC(C)=O.CCCCCC (ethylacetate hexane), C1(=CC=CC=C1)C (toluene). Run at time 8 hour. Product: COCC(CC)N1C=CC=2C(=NC=3C(=CC=NC3C21)C2=C(C=C(C=C2C)C)C)C2=C(C=C(C=C2C)C)C (2-(6-Mesityl-4-mesityl-1H-pyrrolo[3,2-c][1,5]naphthyridin-1-yl)-butyl methyl ether). RXN SMILES: Cl[C:2]1[C:11]2[C:6](=[C:7]([C:12]3[C:17]([CH3:18])=[CH:16][C:15]([CH3:19])=[CH:14][C:13]=3[CH3:20])[CH:8]=[CH:9][N:10]=2)[N:5]=[C:4]([CH3:21])[C:3]=1[CH2:22][CH2:23]Cl.[NH2:25][CH:26]([CH2:30][CH3:31])[CH2:27][O:28][CH3:29]>C(OC(=O)C)C.CCCCCC.C1(C)C=CC=CC=1.[O-2].[O-2].[Mn+4]>[CH3:29][O:28][CH2:27][CH:26]([N:25]1[C:2]2[C:11]3[N:10]=[CH:9][CH:8]=[C:7]([C:12]4[C:17]([CH3:18])=[CH:16][C:15]([CH3:19])=[CH:14][C:13]=4[CH3:20])[C:6]=3[N:5]=[C:4]([C:21]3[C:13]([CH3:14])=[CH:12][C:7]([CH3:8])=[CH:6][C:11]=3[CH3:2])[C:3]=2[CH:22]=[CH:23]1)[CH2:30][CH3:31] |f:2.3,5.6.7|. Reported procedure: A solution of 4-chloro-3-(2-chloroethyl)-8-mesityl-2-methyl[1,5]naphthyridine (200 mg, 0.557 mmol) in 2-amino-1-methoxybutane (2.0 mL) was stirred at 200° C. for four hours in a sealed tube. After overnight, the residue was purified by silica gel column chromatography (30-50% ethylacetate/hexane) Activated manganese dioxide (290 mg, 3.24 mmol) was added to a solution of the resulting product (130 mg, 0.33 mmol) in toluene (20 mL) and the mixture was heated under reflux for one day. After filteri... Starting materials: C(C(=O)O)(=O)O.C1(=CC=CC=C1)C(=C1CCN(CC1)CCCOC1=CC=CC=C1)C1=CC=CC=C1 (4-(Diphenylmethylene)-1-(3-phenoxypropyl)piperidine oxalate), FC1=CC=C(C=C1)C(O)(C1CCNCC1)C1=CC=C(C=C1)F ([α,α-bis(4-fluorophenyl)]-4-piperidinemethanol), ClCCCOC1=CC=C(C=C1)CC (1-chloro-3-(4-ethylphenoxy)propane), C([O-])([O-])=O.[Na+].[Na+] (sodium carbonate), [I-].[K+] (potassium iodide), C(C(=O)O)(=O)O (oxalic acid). Run in C(CCC)O (1-butanol). Procedure: This compound was prepared according to the procedure used to synthesize the compound of Example 1. A mixture of 3.0 g (0.01 mole) of [α,α-bis(4-fluorophenyl)]-4-piperidinemethanol, 2.0 g (0.01 mole) of 1-chloro-3-(4-ethylphenoxy)propane, 3.7 g (0.035 mole) of anhydrous sodium carbonate and 0.4 g of potassium iodide in 100 ml of 1-butanol gave a solid as residue. This solid was converted to the oxalic acid salt and the salt was recrystallized from 2-propanol to yield 3.0 g (54%) of the title com... Reaction SMILES: [C:1]([OH:6])(=[O:5])[C:2]([OH:4])=[O:3].C1(C(C2C=CC=CC=2)=C2CCN(CCCOC3C=CC=CC=3)CC2)C=CC=CC=1.[F:36][C:37]1[CH:42]=[CH:41][C:40]([C:43]([C:51]2[CH:56]=[CH:55][C:54]([F:57])=[CH:53][CH:52]=2)([CH:45]2[CH2:50][CH2:49][NH:48][CH2:47][CH2:46]2)[OH:44])=[CH:39][CH:38]=1.Cl[CH2:59][CH2:60][CH2:61][O:62][C:63]1[CH:68]=[CH:67][C:66]([CH2:69][CH3:70])=[CH:65][CH:64]=1.C(=O)([O-])[O-].[Na+].[Na+].[I-].[K+].C(O)(=O)C(O)=O>C(O)CCC>[C:1]([OH:6])(=[O:5])[C:2]([OH:4])=[O:3].[CH2:69]([C:66]1[CH:67]=[CH:68][C:63]([O:62][CH2:61][CH2:60][CH2:59][N:48]2[CH2:47][CH2:46][CH:45]([C:43]([C:51]3[CH:52]=[CH:53][C:54]([F:57])=[CH:55][CH:56]=3)([C:40]3[CH:41]=[CH:42][C:37]([F:36])=[CH:38][CH:39]=3)[OH:44])[CH2:50][CH2:49]2)=[CH:64][CH:65]=1)[CH3:70] |f:0.1,4.5.6,7.8,11.12|. Yield: 54.0%. Yields the product C(C(=O)O)(=O)O.C(C)C1=CC=C(OCCCN2CCC(CC2)C(O)(C2=CC=C(C=C2)F)C2=CC=C(C=C2)F)C=C1 (1-[3-(4-Ethylphenoxy)propyl]-α,α-bis(4-fluorophenyl)-4-piperidinemethanol oxalate). The reactants are COC1=C(C(=CC=C1)OC1=CC=CC=C1)C(=O)C1=C(C=CC=C1OC1=CC=CC=C1)OC (Bis(2-methoxy-6-phenoxyphenyl)methanone), [Al+3].[Cl-].[Cl-].[Cl-] (AlCl3), Cl (HCl). Run in C1(=CC=CC=C1)C (toluene). Conditions: temperature 0 celsius. Yields the product C1(=CC=CC=2OC3=CC=CC=C3C3(C12)C1=CC=CC=C1OC=1C=CC=C(C13)O)O ((±)-9,9′-spirobixanthene-1,1′-diol). Yield: 146.3%. Reaction SMILES: C[O:2][C:3]1[CH:8]=[CH:7][CH:6]=[C:5](OC2C=CC=CC=2)[C:4]=1[C:16]([C:18]1[C:23]([O:24]C2C=CC=CC=2)=[CH:22][CH:21]=[CH:20][C:19]=1[O:31]C)=O.[Al+3].[Cl-].[Cl-].[Cl-].Cl>C1(C)C=CC=CC=1>[C:19]1([OH:31])[C:18]2[C:16]3([C:4]4[C:3]([OH:2])=[CH:8][CH:7]=[CH:6][C:5]=4[O:2][C:3]4[C:4]3=[CH:5][CH:6]=[CH:7][CH:8]=4)[C:19]3[C:20](=[CH:21][CH:22]=[CH:23][CH:18]=3)[O:24][C:23]=2[CH:22]=[CH:21][CH:20]=1 |f:1.2.3.4|. Procedure: To a solution of 2 (1.0 g, 2.3 mmol) in dry toluene (20 mL) was added AlCl3 (1.9 g, 14.3 mmol). The solution was warmed slowly and refluxed for 30 minutes. Then it was cooled to 0° C. and concentrated aqueous HCl (20 mL) was introduced with vigorous stirring. After refluxing for 1 hour, the reaction mixture was extracted with EtOAc, washed with concentrated HCl, water, aqueous NaHCO3 and brine, dried over Na2SO4, and concentrated. Flash chromatography (eluting with CH2Cl2) gave 3 as light-yellow... Starting materials: [Li]C(C)(C)C, CCC(CC)c1cc(C)nn2c(I)c(C)nc12, C1CCOC1, Cn1cccc1, [Cl-], [NH4+]. Product: CCC(CC)c1cc(C)nn2c(-c3cccn3C)c(C)nc12. Reaction SMILES: [C:7]([Li:8])([CH3:9])([CH3:10])[CH3:11].[CH2:12]([CH3:13])[CH:14]([CH2:15][CH3:16])[c:17]1[c:18]2[n:19]([n:20][c:21]([CH3:23])[cH:22]1)[c:24]([I:28])[c:25]([CH3:27])[n:26]2.[CH2:31]1[O:32][CH2:33][CH2:34][CH2:35]1.[CH3:1][n:2]1[cH:3][cH:4][cH:5][cH:6]1.[Cl-:29].[NH4+:30]>>[CH3:1][n:2]1[c:3](-[c:24]2[n:19]3[c:18]([c:17]([CH:14]([CH2:12][CH3:13])[CH2:15][CH3:16])[cH:22][c:21]([CH3:23])[n:20]3)[n:26][c:25]2[CH3:27])[cH:4][cH:5][cH:6]1. Starting materials: N1=C(C=CC=C1)C(CC1=CC=NC2=CC=CC=C12)=NN ((1-pyridin-2-yl-2-quinolin-4-yl-ethylidene)-hydrazine), N1=CC=CC=C1 (pyridine), CO (methanol), C(C1=CC=CC=C1)C(CC(=O)Cl)CBr (3-benzyl-4-bromo-butyryl chloride). Solvent: ClCCl (dichloromethane), ClCCl (dichloromethane), [Cl-].[NH4+] (ammonium chloride), ClCCl (dichloromethane). Reaction conditions: time 2 hour. Product: N1=C(C=CC=C1)C(CC1=CC=NC2=CC=CC=C12)=NNC(CC(CBr)CC1=CC=CC=C1)=O (3-Benzyl-4-bromo-butyric acid (1-pyridin-2-yl-2-quinolin-4-yl-ethylidene)-hydrazide). Reaction SMILES: [N:1]1[CH:6]=[CH:5][CH:4]=[CH:3][C:2]=1[C:7](=[N:19][NH2:20])[CH2:8][C:9]1[C:18]2[C:13](=[CH:14][CH:15]=[CH:16][CH:17]=2)[N:12]=[CH:11][CH:10]=1.N1C=CC=CC=1.[CH2:27]([CH:34]([CH2:39][Br:40])[CH2:35][C:36](Cl)=[O:37])[C:28]1[CH:33]=[CH:32][CH:31]=[CH:30][CH:29]=1.CO>ClCCl.[Cl-].[NH4+]>[N:1]1[CH:6]=[CH:5][CH:4]=[CH:3][C:2]=1[C:7](=[N:19][NH:20][C:36](=[O:37])[CH2:35][CH:34]([CH2:27][C:28]1[CH:33]=[CH:32][CH:31]=[CH:30][CH:29]=1)[CH2:39][Br:40])[CH2:8][C:9]1[C:18]2[C:13](=[CH:14][CH:15]=[CH:16][CH:17]=2)[N:12]=[CH:11][CH:10]=1 |f:5.6|. Procedure: A solution of (1-pyridin-2-yl-2-quinolin-4-yl-ethylidene)-hydrazine (2.25 g, 8.40 mmol) in anhydrous dichloromethane (100 mL) and pyridine (1.81 mL, 22.4 mmol) is cooled to −78° C., treated with a solution of 3-benzyl-4-bromo-butyryl chloride (2.1 g, 7.8 mmol) in dichloromethane (10 mL), and stirred for 2 h. The mixture is treated with methanol (3 mL), stirred for 10 min, and diluted with saturated ammonium chloride solution (30 mL). The mixture is diluted with dichloromethane (300 mL), washed w...